From a dataset of the Open Reaction Database (ORD), a public repository of structured organic reaction records. describe an organic reaction: reactants, conditions, products, and yield Reaction SMILES: [Sb:1]([Cl:6])([Cl:5])([Cl:4])([Cl:3])[Cl:2].[CH3:7][O:8][P:9]([CH3:13])(=[O:12])[O:10][CH3:11]>C(Cl)Cl>[Sb:1]([Cl:6])([Cl:5])([Cl:4])([Cl:3])[Cl:2].[CH3:7][O:8][P:9]([CH3:13])(=[O:12])[O:10][CH3:11] |f:3.4|. Reaction conditions: time 1 hour. Procedure details: In a round bottom flask, under a nitrogen atmosphere, 7.61 g (0.0254 M) of antimony pentachloride was dissolved in 75 ml of methylene chloride. To this yellow solution was added dropwise with stirring a solution of 3.16 g (0.0254 M) of dimethylmethylphosphonate in 20 ml of methylene chloride. The addition was accomplished at a rate such that the exotherm did not become excessive, the temperature being kept below the reflux temperature of methylene chloride (cooling should not be required). By th... Starting materials: [Sb](Cl)(Cl)(Cl)(Cl)Cl (antimony pentachloride), COP(OC)(=O)C (dimethylmethylphosphonate). Product: [Sb](Cl)(Cl)(Cl)(Cl)Cl.COP(OC)(=O)C (Antimony Pentachloride Dimethylmethylphosphonate). Solvent: C(Cl)Cl (methylene chloride), C(Cl)Cl (methylene chloride), C(Cl)Cl (methylene chloride). Reactants: C(C)(C)(C)OC(N(C)C1=C2N=CN(C2=NC=N1)C1=CC=C(C=C1)NC(=O)NC1=CC(=C(C=C1)CCO)C(F)(F)F)=O ([9-(4-{3-[4-(2-hydroxyethyl)-3-(trifluoromethyl)phenyl]-ureido}phenyl)-9H-purin-6-yl]-methyl-carbamic acid tert-butyl ester), CC(=O)OI1(C=2C=CC=CC2C(=O)O1)(OC(=O)C)OC(=O)C (Dess-Martin periodinane). Solvent: ClCCl (dichloromethane). Run at temperature 0 celsius, time 20 hour. Yields the product C(C)(C)(C)OC(N(C1=C2N=CN(C2=NC=N1)C1=CC=C(C=C1)NC(=O)NC1=CC(=C(C=C1)CC=O)C(F)(F)F)C)=O (methyl-[9-(4-{3-[4-(2-oxoethyl)-3-(trifluoromethyl)phenyl]ureido}phenyl)-9H-purin-6-yl]-carbamic acid tert-butyl ester). Isolated yield 47.3%. Reaction SMILES: [C:1]([O:5][C:6](=[O:41])[N:7]([C:9]1[N:17]=[CH:16][N:15]=[C:14]2[C:10]=1[N:11]=[CH:12][N:13]2[C:18]1[CH:23]=[CH:22][C:21]([NH:24][C:25]([NH:27][C:28]2[CH:33]=[CH:32][C:31]([CH2:34][CH2:35][OH:36])=[C:30]([C:37]([F:40])([F:39])[F:38])[CH:29]=2)=[O:26])=[CH:20][CH:19]=1)[CH3:8])([CH3:4])([CH3:3])[CH3:2].CC(OI1(OC(C)=O)(OC(C)=O)OC(=O)C2C=CC=CC1=2)=O>ClCCl>[C:1]([O:5][C:6](=[O:41])[N:7]([CH3:8])[C:9]1[N:17]=[CH:16][N:15]=[C:14]2[C:10]=1[N:11]=[CH:12][N:13]2[C:18]1[CH:23]=[CH:22][C:21]([NH:24][C:25]([NH:27][C:28]2[CH:33]=[CH:32][C:31]([CH2:34][CH:35]=[O:36])=[C:30]([C:37]([F:40])([F:39])[F:38])[CH:29]=2)=[O:26])=[CH:20][CH:19]=1)([CH3:3])([CH3:4])[CH3:2]. Procedure details: In 50 ml of dichloromethane, 300 mg (0.52 mmol) of [9-(4-{3-[4-(2-hydroxyethyl)-3-(trifluoromethyl)phenyl]-ureido}phenyl)-9H-purin-6-yl]-methyl-carbamic acid tert-butyl ester was dissolved, and 270 mg (0.64 mmol) of Dess-Martin periodinane was added thereto under cooling with ice and the solution was stirred at 0° C. for 20 hours. The reaction solution was partitioned between water and ethyl acetate and the organic layer was washed with a saturated sodium chloride solution and concentrated under...